The task is: describe an organic reaction: reactants, conditions, products, and yield. This data is from the Open Reaction Database (ORD), a public repository of structured organic reaction records. Reactants: ClC1=CC=C(C(=O)N(C2=CC=C(OC)C=C2)CC(=O)O)C=C1 (N-(p-chlorobenzoyl)-2-(p-anisidino)acetic acid), NCCC(=O)OCC (ethyl 3-aminopropionate). Product: ClC1=CC=C(C(=O)N(C2=CC=C(OC)C=C2)CC(=O)NCCC(=O)OCC)C=C1 (ethyl N-[N-(p-chlorobenzoyl)-2-(p-anisidino)acetyl]-3-aminopropionate). Reaction SMILES: [Cl:1][C:2]1[CH:22]=[CH:21][C:5]([C:6]([N:8]([CH2:17][C:18]([OH:20])=O)[C:9]2[CH:16]=[CH:15][C:12]([O:13][CH3:14])=[CH:11][CH:10]=2)=[O:7])=[CH:4][CH:3]=1.[NH2:23][CH2:24][CH2:25][C:26]([O:28][CH2:29][CH3:30])=[O:27]>>[Cl:1][C:2]1[CH:3]=[CH:4][C:5]([C:6]([N:8]([CH2:17][C:18]([NH:23][CH2:24][CH2:25][C:26]([O:28][CH2:29][CH3:30])=[O:27])=[O:20])[C:9]2[CH:10]=[CH:11][C:12]([O:13][CH3:14])=[CH:15][CH:16]=2)=[O:7])=[CH:21][CH:22]=1. Procedure details: Analogously to Example 1, by using equivalent quantities, reacting N-(p-chlorobenzoyl)-2-(p-anisidino)acetic acid and ethyl 3-aminopropionate and suitable processing produces ethyl N-[N-(p-chlorobenzoyl)-2-(p-anisidino)acetyl]-3-aminopropionate (oil), saponification of which and processing of the reaction product yields N-[N-(p-chlorobenzoyl)-2-(p-anisidino)acetyl]-3-aminopropionic acid (M.P. 129° to 131°). Reactants: C(C#C)O (propargyl alcohol), C(C#C)O (propargyl alcohol), C=1C=CC=2C(C1)=CC=CC2O (naphthol), FC1=C(C(=CC=C1)F)C1(C=CC2=C(O1)C=CC1=CC=CC=C12)C1=CC=C(C=C1)OC (3(2,6-difluorophenyl)-3(4-methoxyphenyl)-3H- naphtho[ 2,1-b]pyran), FC1=C(C(=O)Cl)C(=CC=C1)F (2,6-difluorobenzoyl chloride), C1(=CC=CC=C1)OC (anisole), [OH-].[Na+] (sodium hydroxide), C(C1=CC=CC=C1)(=O)C1=CC=CC=C1 (benzophenone). Reagents/catalysts: [Cl-].[Al+3].[Cl-].[Cl-] (aluminum chloride), C1(=CC=C(C=C1)S(=O)(=O)O)C (p-toluene sulfonic acid). Run in C1=CC=CC=C1 (benzene), C1=CC=CC=C1 (benzene), C(=S)=S (carbon disulfide). Reaction conditions: time 1 hour. The product is FC1=C(C(=O)C2=CC=C(C=C2)OC)C(=CC=C1)F (2,6-difluoro-4'-methoxybenzophenone). Reaction SMILES: FC1C=CC=C(F)C=1C(Cl)=O.C1(OC)C=CC=CC=1.C(C1C=CC=CC=1)(=O)C1C=CC=CC=1.C(O)C#C.C1C=CC2C(=CC=CC=2O)C=1.[OH-].[Na+].[F:51][C:52]1[CH:57]=[CH:56][CH:55]=[C:54]([F:58])[C:53]=1[C:59]1([C:73]2[CH:78]=[CH:77][C:76]([O:79][CH3:80])=[CH:75][CH:74]=2)[O:64]C2C=CC3C(C=2C=C1)=CC=CC=3>C(=S)=S.[Cl-].[Al+3].[Cl-].[Cl-].C1C=CC=CC=1.C1(C)C=CC(S(O)(=O)=O)=CC=1>[F:51][C:52]1[CH:57]=[CH:56][CH:55]=[C:54]([F:58])[C:53]=1[C:59]([C:73]1[CH:74]=[CH:75][C:76]([O:79][CH3:80])=[CH:77][CH:78]=1)=[O:64] |f:5.6,9.10.11.12|. Procedure: 2,6-difluoro-4'-methoxybenzophenone was prepared by Friedel-Crafts reaction of 2,6-difluorobenzoyl chloride with anisole in carbon disulfide using aluminum chloride as catalyst. 4.8 grams (0.02 mole) of the benzophenone was converted to the propargyl alcohol using the conditions described in Example 1, Step 2. The crude propargyl alcohol was taken up in 200 milliliters of benzene and 3.0 grams (0.02 mole) of naphthol and 0.1 grams of p-toluene sulfonic acid catalyst was added to the benzene solu... Reactants: C(=O)NC=1C2=C(SC1C1=CC=C(C=C1)Cl)C=CC=C2 (3-formamido-2-(4'-chloro-phenyl) benzo(b)thiophene), Cl (hydrochloric acid), N (ammonia). Solvent: O (water). Run at time 10 hour. The product is NC=1C2=C(SC1C1=CC=C(C=C1)Cl)C=CC=C2 (3-amino-2-(4-chlorophenyl)-benzo(b)-thiophene). The yield is 74.4%. RXN SMILES: C([NH:3][C:4]1[C:5]2[CH:19]=[CH:18][CH:17]=[CH:16][C:6]=2[S:7][C:8]=1[C:9]1[CH:14]=[CH:13][C:12]([Cl:15])=[CH:11][CH:10]=1)=O.Cl.N>O>[NH2:3][C:4]1[C:5]2[CH:19]=[CH:18][CH:17]=[CH:16][C:6]=2[S:7][C:8]=1[C:9]1[CH:10]=[CH:11][C:12]([Cl:15])=[CH:13][CH:14]=1. Procedure: 29.5 g (0.103 mol) of 3-formamido-2-(4'-chloro-phenyl) benzo(b)thiophene with 300 ml of hydrochloric acid at 25% are refluxed with stirring for 10 hours. After cooling, the mixture is poured into water, made alkaline by ammonia and extracted with CH2Cl2. By evaporating the organic phase dried over K2CO3 and recrystallising the residue in acetone, 19.9 g (73% of theory) of 3-amino-2-(4-chlorophenyl)-benzo(b)-thiophene are obtained, yellow crystals, mp. 152°-154° (benzene). Reactants: CC(=O)OC(C(=O)NC(C)(C)C)c1ccc([N+](=O)[O-])cn1, [H][H], C1COCCO1. Yields the product CC(=O)OC(C(=O)NC(C)(C)C)c1ccc(N)cn1. Reaction SMILES: [C:1]([CH3:2])(=[O:3])[O:4][CH:5]([C:6](=[O:7])[NH:8][C:9]([CH3:10])([CH3:11])[CH3:12])[c:13]1[n:14][cH:15][c:16]([N+:19]([O-:20])=[O:21])[cH:17][cH:18]1.[H:22][H:23].[O:24]1[CH2:25][CH2:26][O:27][CH2:28][CH2:29]1>>[C:1]([CH3:2])(=[O:3])[O:4][CH:5]([C:6](=[O:7])[NH:8][C:9]([CH3:10])([CH3:11])[CH3:12])[c:13]1[n:14][cH:15][c:16]([NH2:19])[cH:17][cH:18]1. Reactants: ClC1=NC(=C2N=CN(C2=N1)[C@@H]1O[C@@H]([C@H]([C@H]1O)O)C1=NC(=NO1)CC)NC(CC)CC ((2R,3R,4S,5S)-2-[2-Chloro-6-(1-ethyl-propylamino)-purin-9-yl]-5-(3-ethyl-[1,2,4]oxadiazol-5-yl)-tetrahydro-furan-3,4-diol), N[C@@H]1CC[C@H](CC1)N (trans-1,4-diaminocyclohexane), CS(=O)C (DMSO), N[C@@H]1CC[C@H](CC1)N (trans-1,4-diaminocyclohexane). Reaction conditions: temperature 85 celsius. Product: C(=O)O.N[C@@H]1CC[C@H](CC1)NC1=NC(=C2N=CN(C2=N1)[C@@H]1O[C@@H]([C@H]([C@H]1O)O)C1=NC(=NO1)CC)NC(CC)CC ((2R,3R,4S,5S)-2-[2-(trans-4-Amino-cyclohexylamino)-6-(1-ethyl-propylamino)-purin-9-yl]-5-(3-ethyl-[1,2,4]oxadiazol-5-yl)-tetrahydro-furan-3,4-diol formate). As a reaction SMILES: Cl[C:2]1[N:10]=[C:9]2[C:5]([N:6]=[CH:7][N:8]2[C@H:11]2[C@H:15]([OH:16])[C@H:14]([OH:17])[C@@H:13]([C:18]3[O:22][N:21]=[C:20]([CH2:23][CH3:24])[N:19]=3)[O:12]2)=[C:4]([NH:25][CH:26]([CH2:29][CH3:30])[CH2:27][CH3:28])[N:3]=1.[NH2:31][C@H:32]1[CH2:37][CH2:36][C@H:35]([NH2:38])[CH2:34][CH2:33]1.CS(C)=[O:41]>>[CH:18]([OH:22])=[O:41].[NH2:31][C@H:32]1[CH2:37][CH2:36][C@H:35]([NH:38][C:2]2[N:10]=[C:9]3[C:5]([N:6]=[CH:7][N:8]3[C@H:11]3[C@H:15]([OH:16])[C@H:14]([OH:17])[C@@H:13]([C:18]4[O:22][N:21]=[C:20]([CH2:23][CH3:24])[N:19]=4)[O:12]3)=[C:4]([NH:25][CH:26]([CH2:27][CH3:28])[CH2:29][CH3:30])[N:3]=2)[CH2:34][CH2:33]1 |f:3.4|. Procedure: Intermediate 9 (0.070 g, 0.161 mmol) and trans-1,4-diaminocyclohexane (0.092 g, 0.807 mmol) were dissolved in DMSO (0.03 ml) and heated at 80-90° C. in a sealed vial (eg Reacti vial™), for 66 h, a further portion of trans-1,4-diaminocyclohexane (0.092 mg, 0.807 mmol) was added after the first 20 h. The product was purified by Autoprep. HPLC to give the title compound after freeze drying as a brown solid (0.082 g). LC/MS system B Rt=2.21 min, m/z=516 MH+. Starting materials: COC=1C=C(C=CC1OC)CC(C)=O (3,4-dimethoxyphenylacetone), CC(C)O (2-propanol), BrCC(=O)OCC (ethyl bromoacetate), CC(C)O (2-propanol), O (water), [Na] (sodium), CC(C)O (2-propanol), resultant solution. Run at temperature 0 celsius, time 2 hour. The product is C(C)(C)OC(CC(C(C)=O)C1=CC(=C(C=C1)OC)OC)=O (3-(3,4-dimethoxyphenyl)4-oxovaleric acid isopropyl ester). RXN SMILES: [Na].[CH3:2][O:3][C:4]1[CH:5]=[C:6]([CH2:12][C:13](=[O:15])[CH3:14])[CH:7]=[CH:8][C:9]=1[O:10][CH3:11].Br[CH2:17][C:18]([O:20][CH2:21][CH3:22])=[O:19].O.[CH3:24]C(O)C>>[CH:21]([O:20][C:18](=[O:19])[CH2:17][CH:12]([C:6]1[CH:7]=[CH:8][C:9]([O:10][CH3:11])=[C:4]([O:3][CH3:2])[CH:5]=1)[C:13](=[O:15])[CH3:14])([CH3:22])[CH3:24] |^1:0|. Procedure details: 0.12 g (5.30 mM) sodium was dissolved in 5 ml of 2-propanol and the resultant solution was stirred over night at room temperature. 1.00 g (5.15 mM) of 3,4-dimethoxyphenylacetone dissolved in 1 ml of 2-propanol was dropwise added to the solution. The solution was cooled to 0° C. 0.89 g (5.30 mM) of ethyl bromoacetate dissolved in 1 ml of 2-propanol was dropwise added to the solution, and the mixture was stirred for about 2 hours at that temperature. The solution obtained was poured to water and t...